Dataset: the Open Reaction Database (ORD), a public repository of structured organic reaction records. Task: describe an organic reaction: reactants, conditions, products, and yield Starting materials: FC=1C=C2C(C(=CN3C2=C(C1F)OCC3(C)C)C(=O)O)=O (9,10-Difluoro-3,3-dimethyl-7-oxo-3,7-dihydro-2H-(1,4)oxazino(2,3,4-ij)quinoline-6-carboxylic acid), [N+](=O)([O-])[O-].[K+] (KNO3), ice water. The solvent is OS(=O)(=O)O (H2SO4). Reaction conditions: temperature 0 celsius, time 2 hour. The product is FC=1C(=C2C(C(=CN3C2=C(C1F)OCC3(C)C)C(=O)O)=O)[N+](=O)[O-] (9,10-difluoro-3,3-dimethyl-8-nitro-7-oxo-3,7-dihydro-2H-(1,4)oxazino(2,3,4-ij)quinoline-6-carboxylic acid). Isolated yield 87.9%. As a reaction SMILES: [F:1][C:2]1[CH:3]=[C:4]2[C:9]3=[C:10]([O:13][CH2:14][C:15]([CH3:17])([CH3:16])[N:8]3[CH:7]=[C:6]([C:18]([OH:20])=[O:19])[C:5]2=[O:21])[C:11]=1[F:12].[N+:22]([O-])([O-:24])=[O:23].[K+]>OS(O)(=O)=O>[F:1][C:2]1[C:3]([N+:22]([O-:24])=[O:23])=[C:4]2[C:9]3=[C:10]([O:13][CH2:14][C:15]([CH3:17])([CH3:16])[N:8]3[CH:7]=[C:6]([C:18]([OH:20])=[O:19])[C:5]2=[O:21])[C:11]=1[F:12] |f:1.2|. Procedure details: A solution of 8 (7.5 g, 25.4 mmol) in concentrated H2SO4 (30 mL) was treated portionwise at 0° C. with solid KNO3 (3.9 g, 38.6 mmol). After stirring at 0° C. for 2 h, the reaction mixture was poured into 500 mL of ice-water and the resulting precipitate was removed by filtration and washed with ice-cold water. The resulting solid was dried to yield 9 as a yellow solid (7.6 g, 87% yield). The reactants are C=O, CNC(=O)COc1ccccc1OCC(O)CNC(C)(C)C, CCO. Yields the product CNC(=O)COc1ccccc1OCC1CN(C(C)(C)C)CO1. As a reaction SMILES: [CH2:23]=[O:24].[CH3:1][NH:2][C:3](=[O:4])[CH2:5][O:6][c:7]1[c:8]([O:9][CH2:10][CH:11]([CH2:12][NH:13][C:14]([CH3:15])([CH3:16])[CH3:17])[OH:18])[cH:19][cH:20][cH:21][cH:22]1.[CH3:25][CH2:26][OH:27]>>[CH3:1][NH:2][C:3](=[O:4])[CH2:5][O:6][c:7]1[c:8]([O:9][CH2:10][CH:11]2[CH2:12][N:13]([C:14]([CH3:15])([CH3:16])[CH3:17])[CH2:23][O:18]2)[cH:19][cH:20][cH:21][cH:22]1. The reactants are OC=1C=C(C=CC1)C1C(NCCCC1)=O (3-(3-hydroxyphenyl)hexahydro-2H-azepin-2-one), [H-].[Na+] (sodium hydride), O (water), C(C1=CC=CC=C1)Cl (benzyl chloride). The solvent is CN(C)C=O (DMF). Run at time 30 minute. The product is C(C1=CC=CC=C1)OC=1C=C(C=CC1)C1C(NCCCC1)=O (3-(3-Benzyloxyphenyl)hexahydro-2H-azepin-2-one). The yield is 47.5%. Reaction SMILES: [OH:1][C:2]1[CH:3]=[C:4]([CH:8]2[CH2:14][CH2:13][CH2:12][CH2:11][NH:10][C:9]2=[O:15])[CH:5]=[CH:6][CH:7]=1.[H-].[Na+].[CH2:18](Cl)[C:19]1[CH:24]=[CH:23][CH:22]=[CH:21][CH:20]=1.O>CN(C=O)C>[CH2:18]([O:1][C:2]1[CH:3]=[C:4]([CH:8]2[CH2:14][CH2:13][CH2:12][CH2:11][NH:10][C:9]2=[O:15])[CH:5]=[CH:6][CH:7]=1)[C:19]1[CH:24]=[CH:23][CH:22]=[CH:21][CH:20]=1 |f:1.2|. Procedure details: A solution of 3-(3-hydroxyphenyl)hexahydro-2H-azepin-2-one (2.05 g) in dry DMF was added dropwise to a suspension of sodium hydride (0.3 g). After 30 minutes at ambient temperature, benzyl chloride (1.3 g) was added. The mixture was stirred for a further 2 hours and then cooled, and treated with water. The resulting solution was extracted several times with toluene, and the combined toluene layers washed thoroughly with water. The solvent was evaporated to give an oil that crystallised from ethy...